Task: describe an organic reaction: reactants, conditions, products, and yield. Dataset: the Open Reaction Database (ORD), a public repository of structured organic reaction records Reactants: C(CC)OC=1C=C(C=CC1)O (3-(n-propoxy)phenol), BrCCBr (1,2-dibromoethane), [OH-].[Na+] (sodium hydroxide), solution, [OH-].[Na+] (sodium hydroxide). The reagents and catalysts are S(=O)(=O)(O)[O-].C(CCC)[N+](CCCC)(CCCC)CCCC (tetrabutylammonium hydrogen sulphate). Solvent: O (water), O (water). Reaction conditions: time 1 hour. The product is BrCCOC1=CC(=CC=C1)OCCC (1-(2-Bromoethoxy)-3-n-propoxybenzene). Isolated yield 97.0%. RXN SMILES: [CH2:1]([O:4][C:5]1[CH:6]=[C:7]([OH:11])[CH:8]=[CH:9][CH:10]=1)[CH2:2][CH3:3].[Br:12][CH2:13][CH2:14]Br.[OH-].[Na+]>S([O-])(O)(=O)=O.C([N+](CCCC)(CCCC)CCCC)CCC.O>[Br:12][CH2:13][CH2:14][O:11][C:7]1[CH:8]=[CH:9][CH:10]=[C:5]([O:4][CH2:1][CH2:2][CH3:3])[CH:6]=1 |f:2.3,4.5|. Reported procedure: A solution of 3-(n-propoxy)phenol (15.2 g; 0.1 mol; from Example A above) in 1,2-dibromoethane (100 ml; 1.16 mol) was added to a solution of tetrabutylammonium hydrogen sulphate (34 g; 0.1 mol) and sodium hydroxide (8.0 g; 0.2 mol) in water (100 ml). The mixture was stirred vigorously whilst a 50% solution of sodium hydroxide in water (33 ml) was added dropwise over half an hour. Stirring was subsequently continued for one hour. The organic phase was separated, washed with water and dried over m... Run in CCOC(=O)C (EtOAc). Yields the product COC1=CC=C(CC2=NN=C(C3=CC=CC=C23)C2=CC=CC=C2)C=C1 (1-(4-methoxybenzyl)-4-phenylphthalazine). Reaction SMILES: [CH3:1][O:2][C:3]1[CH:20]=[CH:19][C:6]([CH2:7][C:8]2[C:17]3[C:12](=[CH:13][CH:14]=[CH:15][CH:16]=3)[C:11](Cl)=[N:10][N:9]=2)=[CH:5][CH:4]=1.[C:21]1(B(O)O)[CH:26]=[CH:25][CH:24]=[CH:23][CH:22]=1.O1CCOCC1.C(=O)([O-])[O-].[Na+].[Na+]>CCOC(C)=O>[CH3:1][O:2][C:3]1[CH:20]=[CH:19][C:6]([CH2:7][C:8]2[C:17]3[C:12](=[CH:13][CH:14]=[CH:15][CH:16]=3)[C:11]([C:21]3[CH:26]=[CH:25][CH:24]=[CH:23][CH:22]=3)=[N:10][N:9]=2)=[CH:5][CH:4]=1 |f:3.4.5|. Procedure details: To 1,1′-bis(diphenylphosphoino)ferrocene-palladium dichloride (0.046 g, 0.063 mmol), 1-(4 -methoxybenzyl)-4-chlorophthalazine (0.360 g, 1.3 mmol), and phenylboronic acid (0.39 g, 3.2 mmol) was added dioxane (4.0 mL) and sodium carbonate (2.0M, aq)(1.9 ml, 3.8 mmol). The resulting mixture was heated to 100° C. in a sealed tube for 1 hour. The reaction was diluted with EtOAc and extracted with water and brine. The organic layers were dried over sodium sulfate, filtered, concentrated, and the crude... Conditions: temperature 100 celsius. Starting materials: 1,1′-bis(diphenylphosphoino)ferrocene palladium dichloride, COC1=CC=C(CC2=NN=C(C3=CC=CC=C23)Cl)C=C1 (1-(4 -methoxybenzyl)-4-chlorophthalazine), C1(=CC=CC=C1)B(O)O (phenylboronic acid), O1CCOCC1 (dioxane), C([O-])([O-])=O.[Na+].[Na+] (sodium carbonate). Starting materials: FC(OC1=CC=C(C=C1)N1C(NC(=CC1=O)C1=NC=CC=C1)=O)(F)F (3-(4-trifluoromethoxyphenyl)-6-(2-pyridyl)-2,4(1H,3H)-pyrimidinedione), ClCCl (dichloromethane), ICl (iodine monochloride). The solvent is O (water). Yields the product FC(OC1=CC=C(C=C1)N1C(NC(=C(C1=O)I)C1=NC=CC=C1)=O)(F)F (3-(4-trifluoromethoxyphenyl)-5-iodo-6-(2-pyridyl)-2,4(1H,3H)-pyrimidinedione). Yield: 44.1%. As a reaction SMILES: [F:1][C:2]([F:25])([F:24])[O:3][C:4]1[CH:9]=[CH:8][C:7]([N:10]2[C:15](=[O:16])[CH:14]=[C:13]([C:17]3[CH:22]=[CH:21][CH:20]=[CH:19][N:18]=3)[NH:12][C:11]2=[O:23])=[CH:6][CH:5]=1.ClCCl.[I:29]Cl>O>[F:25][C:2]([F:1])([F:24])[O:3][C:4]1[CH:5]=[CH:6][C:7]([N:10]2[C:15](=[O:16])[C:14]([I:29])=[C:13]([C:17]3[CH:22]=[CH:21][CH:20]=[CH:19][N:18]=3)[NH:12][C:11]2=[O:23])=[CH:8][CH:9]=1. Reported procedure: 1.0 g of the obtained 3-(4-trifluoromethoxyphenyl)-6-(2-pyridyl)-2,4(1H,3H)-pyrimidinedione was added to 20 ml of dichloromethane, and 0.7 g of iodine monochloride was added thereto with stirring at room temperature. The resulting solution was further stirred at room temperature for 3 hours, then poured into 100 ml of water and extracted with 100 ml of ethyl acetate. The obtained organic layer was washed with a sodium chloride aqueous solution and dried over anhydrous sodium sulfate. Then the so... The reactants are ice, ice, CON(C(=O)C1CC2=CC=CC=C2C1)C (N-methoxy-N-methyl-indane-2-carboxamide), [H-].[Al+3].[Li+].[H-].[H-].[H-] (lithium aluminium hydride). Run in CCOCC (ether). Conditions: time 5 minute. Yields the product C1C(CC2=CC=CC=C12)C=O (indane 2-carboxaldehyde). As a reaction SMILES: CON(C)[C:4]([CH:6]1[CH2:14][C:13]2[C:8](=[CH:9][CH:10]=[CH:11][CH:12]=2)[CH2:7]1)=[O:5].[H-].[Al+3].[Li+].[H-].[H-].[H-]>CCOCC>[CH2:14]1[C:13]2[C:8](=[CH:9][CH:10]=[CH:11][CH:12]=2)[CH2:7][CH:6]1[CH:4]=[O:5] |f:1.2.3.4.5.6|. Procedure details: To a stirred ice-cold solution of the above amide (400 mg, 1.9 mmol) in ether (20 mL), was added lithium aluminium hydride (1 M in THF, 4 mL). After stirring the ice-cold mixture for 1 h, excess reducing agent was quenched by the careful addition of 1N sulfuric acid (10 mL). The reaction mixture was stirred for 5min, the ether layer was decanted and the remaining solid was washed with ether (100 mL). The combined ether extract was washed with water, dried over anhydrous sodium.sulfate, and evapo... The reactants are Clc1cc(OCc2ccccc2)cc(Cl)c1CBr, CC(C)(C)[Si](OC1CCC(C2CCNC2=O)CC1)(c1ccccc1)c1ccccc1, CCOCC, [H-], [Na+], CN(C)C=O. Product: CC(C)(C)[Si](OC1CCC(C2CCN(Cc3c(Cl)cc(OCc4ccccc4)cc3Cl)C2=O)CC1)(c1ccccc1)c1ccccc1. As a reaction SMILES: [Br:33][CH2:34][c:35]1[c:36]([Cl:50])[cH:37][c:38]([O:42][CH2:43][c:44]2[cH:45][cH:46][cH:47][cH:48][cH:49]2)[cH:39][c:40]1[Cl:41].[C:1]([CH3:2])([CH3:3])([CH3:4])[Si:5]([O:6][CH:7]1[CH2:8][CH2:9][CH:10]([CH:13]2[C:14](=[O:18])[NH:15][CH2:16][CH2:17]2)[CH2:11][CH2:12]1)([c:19]1[cH:20][cH:21][cH:22][cH:23][cH:24]1)[c:25]1[cH:26][cH:27][cH:28][cH:29][cH:30]1.[CH3:56][CH2:57][O:58][CH2:59][CH3:60].[H-:31].[Na+:32].[O:51]=[CH:52][N:53]([CH3:54])[CH3:55]>>[C:1]([CH3:2])([CH3:3])([CH3:4])[Si:5]([O:6][CH:7]1[CH2:8][CH2:9][CH:10]([CH:13]2[C:14](=[O:18])[N:15]([CH2:34][c:35]3[c:36]([Cl:50])[cH:37][c:38]([O:42][CH2:43][c:44]4[cH:45][cH:46][cH:47][cH:48][cH:49]4)[cH:39][c:40]3[Cl:41])[CH2:16][CH2:17]2)[CH2:11][CH2:12]1)([c:19]1[cH:20][cH:21][cH:22][cH:23][cH:24]1)[c:25]1[cH:26][cH:27][cH:28][cH:29][cH:30]1.